This data is from the Open Reaction Database (ORD), a public repository of structured organic reaction records. The task is: describe an organic reaction: reactants, conditions, products, and yield Starting materials: Cl.Cl.NC1=CC(=C(C(=O)NCC2CCNCC2)C=C1Cl)OC (4-Amino-5-chloro-2-methoxy-N-(piperidin-4-ylmethyl)benzamide dihydrochloride), C([O-])([O-])=O.[K+].[K+] (potassium carbonate), BrCCCCCC(=O)C1=CC(=C(C=C1)OC)F (6-bromo-1-(3-fluoro-4-methoxyphenyl)-1-hexanone). Product: NC1=CC(=C(C(=O)NCC2CCN(CC2)CCCCCC(=O)C2=CC(=C(C=C2)OC)F)C=C1Cl)OC (4-amino-5-chloro-N-((1-(6-(3-fluoro-4-methoxyphenyl)-6-oxohexyl)-piperidin-4-yl)methyl)-2-methoxybenzamide). Isolated yield 64.2%. As a reaction SMILES: Cl.Cl.[NH2:3][C:4]1[C:19]([Cl:20])=[CH:18][C:7]([C:8]([NH:10][CH2:11][CH:12]2[CH2:17][CH2:16][NH:15][CH2:14][CH2:13]2)=[O:9])=[C:6]([O:21][CH3:22])[CH:5]=1.C(=O)([O-])[O-].[K+].[K+].Br[CH2:30][CH2:31][CH2:32][CH2:33][CH2:34][C:35]([C:37]1[CH:42]=[CH:41][C:40]([O:43][CH3:44])=[C:39]([F:45])[CH:38]=1)=[O:36]>>[NH2:3][C:4]1[C:19]([Cl:20])=[CH:18][C:7]([C:8]([NH:10][CH2:11][CH:12]2[CH2:13][CH2:14][N:15]([CH2:30][CH2:31][CH2:32][CH2:33][CH2:34][C:35]([C:37]3[CH:42]=[CH:41][C:40]([O:43][CH3:44])=[C:39]([F:45])[CH:38]=3)=[O:36])[CH2:16][CH2:17]2)=[O:9])=[C:6]([O:21][CH3:22])[CH:5]=1 |f:0.1.2,3.4.5|. Procedure: 4-Amino-5-chloro-2-methoxy-N-(piperidin-4-ylmethyl)benzamide dihydrochloride (1.0 g) as starting compound, potassium carbonate (1.5 g) and 6-bromo-1-(3-fluoro-4-methoxyphenyl)-1-hexanone (0.94 g) were reacted and treated in the same manner as in Example 172 to give 0.90 g of 4-amino-5-chloro-N-((1-(6-(3-fluoro-4-methoxyphenyl)-6-oxohexyl)-piperidin-4-yl)methyl)-2-methoxybenzamide. The reactants are N1(CCNCC1)CC(=O)N1CCCC1 (2-piperazin-1-yl-1-pyrrolidin-1-yl-ethanone), C(C)(C)(C)OC(NCCBr)=O ((2-Bromo-ethyl)-carbamic acid tert-butyl ester). The product is C(C)(C)(C)OC(NCCN1CCN(CC1)CC(N1CCCC1)=O)=O ({2-[4-(2-Oxo-2-pyrrolidin-1-yl-ethyl)-piperazin-1-yl]-ethyl}-carbamic acid tert-butyl ester). As a reaction SMILES: [N:1]1([CH2:7][C:8]([N:10]2[CH2:14][CH2:13][CH2:12][CH2:11]2)=[O:9])[CH2:6][CH2:5][NH:4][CH2:3][CH2:2]1.[C:15]([O:19][C:20](=[O:25])[NH:21][CH2:22][CH2:23]Br)([CH3:18])([CH3:17])[CH3:16]>>[C:15]([O:19][C:20](=[O:25])[NH:21][CH2:22][CH2:23][N:4]1[CH2:3][CH2:2][N:1]([CH2:7][C:8](=[O:9])[N:10]2[CH2:11][CH2:12][CH2:13][CH2:14]2)[CH2:6][CH2:5]1)([CH3:18])([CH3:17])[CH3:16]. Procedure: The title compound is synthesized by coupling of 2-piperazin-1-yl-1-pyrrolidin-1-yl-ethanone (commercially available from CHESS GmbH) and (2-Bromo-ethyl)-carbamic acid tert-butyl ester analogously to the preparation of Intermediate 269.2 as a colorless oil; ES-MS: M+H=341.3: CtRet=4.08. Reactants: CN(C=O)C (N,N-dimethylformamide), BrCCSC=1SC=CC1 (2-(2-bromoethylthio)thiophene), C([O-])([O-])=O.[K+].[K+] (potassium carbonate), Cl.FC(C(=O)N1CCC(CC1)N)(F)F (1-(trifluoroacetyl)piperidine-4-amine hydrochloride), C([O-])([O-])=O.[K+].[K+] (potassium carbonate). Solvent: O (water), C(C)(=O)OCC (ethyl acetate). Run at time 40 minute. Product: S1C(=CC=C1)SCCNC1CCN(CC1)C(C(F)(F)F)=O (N-(2-(2-thienylthio)ethyl)-1-(trifluoroacetyl)piperidine-4-amine). As a reaction SMILES: CN(C)C=O.Br[CH2:7][CH2:8][S:9][C:10]1[S:11][CH:12]=[CH:13][CH:14]=1.C(=O)([O-])[O-].[K+].[K+].Cl.[F:22][C:23]([F:34])([F:33])[C:24]([N:26]1[CH2:31][CH2:30][CH:29]([NH2:32])[CH2:28][CH2:27]1)=[O:25]>O.C(OCC)(=O)C>[S:11]1[CH:12]=[CH:13][CH:14]=[C:10]1[S:9][CH2:8][CH2:7][NH:32][CH:29]1[CH2:28][CH2:27][N:26]([C:24](=[O:25])[C:23]([F:22])([F:33])[F:34])[CH2:31][CH2:30]1 |f:2.3.4,5.6|. Reported procedure: To 2 mL of an N,N-dimethylformamide solution containing 0.14 g of 2-(2-bromoethylthio)thiophene, 95 mg of potassium carbonate and 0.16 g of 1-(trifluoroacetyl)piperidine-4-amine hydrochloride were added under cooling with ice, and the mixture was stirred at room temperature for 40 minutes. Thereto was added 95 mg of potassium carbonate under cooling with ice, and the mixture was stirred for 45 minutes, and stirred at 70° C. for 3 hours. The reaction mixture was cooled to room temperature, and th... Solvent: C(C)(C)O (Isopropanol). Reaction SMILES: [ClH:1].[CH2:2]([N:4]([CH2:7][C:8]([O:10][CH:11]1[CH2:16][CH2:15][N:14]([C:17]2[S:18][C:19](/[CH:22]=[C:23](\[C:34]#[N:35])/[C:24]3[CH:29]=[CH:28][C:27]([O:30][CH3:31])=[C:26]([O:32][CH3:33])[CH:25]=3)=[CH:20][CH:21]=2)[CH2:13][CH2:12]1)=[O:9])[CH2:5][CH3:6])[CH3:3]>C(O)(C)C>[ClH:1].[CH2:2]([N:4]([CH2:7][C:8]([O:10][CH:11]1[CH2:12][CH2:13][N:14]([C:17]2[S:18][C:19](/[CH:22]=[C:23](\[C:34]#[N:35])/[C:24]3[CH:29]=[CH:28][C:27]([O:30][CH3:31])=[C:26]([O:32][CH3:33])[CH:25]=3)=[CH:20][CH:21]=2)[CH2:15][CH2:16]1)=[O:9])[CH2:5][CH3:6])[CH3:3] |f:3.4|. Reported procedure: Isopropanol (10 mL) and 12N hydrochloric acid (59 μL) were added to Compound 103 (338 mg), and the mixture was heated for dissolution (external temperature: 80° C.). The solution was returned to room temperature, and allowed to stand overnight. The precipitated crystals were recovered through filtration, and the recovered crystals were recrystallized from isopropanol, to thereby yield the target product (yield: 254.5 mg, 70.0%). The product is Cl.C(C)N(CC)CC(=O)OC1CCN(CC1)C=1SC(=CC1)\C=C(\C1=CC(=C(C=C1)OC)OC)/C#N (1-[5-[(Z)-2-cyano-2-(3,4-dimethoxy-phenyl)-vinyl]-thiophen-2-yl]-piperidin-4-yl diethylamino-acetate hydrochloride). Isolated yield 70.0%. Run at temperature 80 celsius, time 8 hour. Starting materials: Cl (hydrochloric acid), C(C)N(CC)CC(=O)OC1CCN(CC1)C=1SC(=CC1)\C=C(\C1=CC(=C(C=C1)OC)OC)/C#N (1-[5-[(Z)-2-cyano-2-(3,4-dimethoxy-phenyl)-vinyl]-thiophen-2-yl]-piperidin-4-yl diethylamino-acetate). The product is Cc1nn(-c2ccc(CCNC(=O)NS(=O)(=O)c3c(F)cccc3F)cc2)c(C)c1-c1ccccc1. Starting materials: Cc1nn(-c2ccc(CCNC(=O)Oc3ccccc3)cc2)c(C)c1-c1ccccc1, NS(=O)(=O)c1c(F)cccc1F. RXN SMILES: [CH3:1][c:2]1[n:3][n:4](-[c:14]2[cH:15][cH:16][c:17]([CH2:20][CH2:21][NH:22][C:23]([O:24][c:26]3[cH:27][cH:28][cH:29][cH:30][cH:31]3)=[O:25])[cH:18][cH:19]2)[c:5]([CH3:13])[c:6]1-[c:7]1[cH:8][cH:9][cH:10][cH:11][cH:12]1.[NH2:32][S:33](=[O:34])(=[O:35])[c:36]1[c:37]([F:38])[cH:39][cH:40][cH:41][c:42]1[F:43]>>[CH3:1][c:2]1[n:3][n:4](-[c:14]2[cH:15][cH:16][c:17]([CH2:20][CH2:21][NH:22][C:23](=[O:24])[NH:32][S:33](=[O:34])(=[O:35])[c:36]3[c:37]([F:38])[cH:39][cH:40][cH:41][c:42]3[F:43])[cH:18][cH:19]2)[c:5]([CH3:13])[c:6]1-[c:7]1[cH:8][cH:9][cH:10][cH:11][cH:12]1. Starting materials: B(c1ccccc1)(O)O (effective_coupling_partner), CC(C)C(=O)Oc2c1ccccc1cc3ccccc23 (substrate). Reagents/catalysts: PCy3. Run at temperature 100 celsius, time 6 hour. The product is c4ccc(c2c1ccccc1cc3ccccc23)cc4.